This data is from the Open Reaction Database (ORD), a public repository of structured organic reaction records. The task is: describe an organic reaction: reactants, conditions, products, and yield Starting materials: CCO, Cc1csc(CCN(C)C2CCN(C(=O)c3ccccc3)CC2)c1, Cl. The product is Cc1csc(CCN(C)C2CCNCC2)c1. As a reaction SMILES: [CH3:26][CH2:27][OH:28].[CH3:2][N:3]([CH2:4][CH2:5][c:6]1[s:7][cH:8][c:9]([CH3:11])[cH:10]1)[CH:12]1[CH2:13][CH2:14][N:15]([C:18](=[O:19])[c:20]2[cH:21][cH:22][cH:23][cH:24][cH:25]2)[CH2:16][CH2:17]1.[ClH:1]>>[CH3:2][N:3]([CH2:4][CH2:5][c:6]1[s:7][cH:8][c:9]([CH3:11])[cH:10]1)[CH:12]1[CH2:13][CH2:14][NH:15][CH2:16][CH2:17]1. The reactants are CS(=O)C (dimethyl sulfoxide), C1(=CC=CC=C1)C(=O)C(O)C1=CC=CC=C1 (benzoin), O (water). Run in C(C)(=O)OCC (ethyl acetate). Reaction conditions: time 2 hour. Yields the product C1(=CC=CC=C1)C(=O)C(=O)C1=CC=CC=C1 (Benzil). The yield is 78.0%. RXN SMILES: CS(C)=O.[C:5]1([C:11]([CH:13]([C:15]2[CH:20]=[CH:19][CH:18]=[CH:17][CH:16]=2)[OH:14])=[O:12])[CH:10]=[CH:9][CH:8]=[CH:7][CH:6]=1.O>C(OCC)(=O)C>[C:15]1([C:13]([C:11]([C:5]2[CH:10]=[CH:9][CH:8]=[CH:7][CH:6]=2)=[O:12])=[O:14])[CH:16]=[CH:17][CH:18]=[CH:19][CH:20]=1. Reported procedure: While the temperature is maintained at from 2° C. to 25° C., 16 g of the composition prepared as in Example 8 are added in small fractions over a period of 15 minutes to 35 ml of dimethyl sulfoxide containing 4.8 g of benzoin. After 2 hours, agitation at ambient temperature, the medium is poured into 200 ml of water and 60 ml of ethyl acetate. The precipitate formed is eliminated and the organic phase is concentrated under vacuum. The solid residue is recrystallised from 20 ml of ethanol. Benzil... Starting materials: CN(C(C(C1=CC=CC=C1)O[Si](C)(C)C(C)(C)C)=O)OC (N-[methyl] N-[methoxy] 2-(tert-butyldimethylsilyl)oxy-2-(phenyl)acetamide), [Cl-].[NH4+] (ammonium chloride), C(C)(C)[Mg]Cl (isopropylmagnesium chloride), C(C)(C)S(=O)(=O)N1C(=NC2=C1C=C(C=C2)I)N (1-isopropylsulfonyl-2-amino-6-iodobenzimidazole). Run in O1CCCC1 (tetrahydrofuran), O1CCCC1 (tetrahydrofuran). Conditions: temperature 0 celsius, time 1 hour. Product: C(C)(C)S(=O)(=O)N1C(=NC2=C1C=C(C=C2)C(C(C2=CC=CC=C2)O[Si](C)(C)C(C)(C)C)=O)N (1-isopropylsulfonyl-2-amino-6-(α-((tert-butyldimethylsilyl)oxy)-α-(phenyl)acetyl)-benzimidazole). Isolated yield 50.0%. Reaction SMILES: C([Mg]Cl)(C)C.[CH:6]([S:9]([N:12]1[C:16]2[CH:17]=[C:18](I)[CH:19]=[CH:20][C:15]=2[N:14]=[C:13]1[NH2:22])(=[O:11])=[O:10])([CH3:8])[CH3:7].CN(OC)[C:25](=[O:41])[CH:26]([O:33][Si:34]([C:37]([CH3:40])([CH3:39])[CH3:38])([CH3:36])[CH3:35])[C:27]1[CH:32]=[CH:31][CH:30]=[CH:29][CH:28]=1.[Cl-].[NH4+]>O1CCCC1>[CH:6]([S:9]([N:12]1[C:16]2[CH:17]=[C:18]([C:25](=[O:41])[CH:26]([O:33][Si:34]([C:37]([CH3:39])([CH3:38])[CH3:40])([CH3:36])[CH3:35])[C:27]3[CH:32]=[CH:31][CH:30]=[CH:29][CH:28]=3)[CH:19]=[CH:20][C:15]=2[N:14]=[C:13]1[NH2:22])(=[O:11])=[O:10])([CH3:8])[CH3:7] |f:3.4|. Reported procedure: Add isopropylmagnesium chloride (2.0 M in THF, 235 mL, 470 mmol) over 15 minutes to a solution of 1-isopropylsulfonyl-2-amino-6-iodobenzimidazole (42.9 g, 118 mmol) in tetrahydrofuran (850 mL) at −70° C. under a nitrogen atmosphere. Stir for 1 hour at 0° C. and then add a solution of N-[methyl] N-[methoxy] 2-(tert-butyldimethylsilyl)oxy-2-(phenyl)acetamide (90.0 g, 294 mmol) (Tius, et al., Tetrahedron, 56, 3339-3351-(2000)) in tetrahydrofuran (150 mL) via cannula. Stir the resulting slurry at 0-... Reactants: [N+](=O)([O-])C1=CC=C(C=C1)OC([C@@H](NC(=O)OCC1=CC=C(C=C1)OC)CC(N)=O)=O (N-(p-methoxybenzyloxycarbonyl)- L-asparagine p-nitrophenyl ester), FC(C(=O)O)(F)F (trifluoroacetic acid), C1(=CC=CC=C1)OC (anisole), FC(C(=O)O)(F)F.[N+](=O)([O-])C1=CC=C(C=C1)OC([C@@H](N)CC(N)=O)=O (L-asparagine p-nitrophenyl ester trifluoroacetate). Solvent: CN(C=O)C (N,N-dimethylformamide), CN(C=O)C (N,N-dimethylformamide). The product is C(C1=CC=CC=C1)OC1=C(C=CC(=C1)OCC1=CC=CC=C1)CC(=O)O (2,4-dibenzyloxyphenylacetic acid). The yield is 13.0%. Reaction SMILES: F[C:2](F)(F)[C:3]([OH:5])=[O:4].[N+]([C:11]1[CH:16]=[CH:15][C:14]([O:17][C:18](=O)[C@H:19]([CH2:21][C:22](=O)N)N)=[CH:13][CH:12]=1)([O-])=O.[N+](C1C=CC(OC(=O)[C@H](CC(=O)N)NC([O:41][CH2:42][C:43]2[CH:48]=[CH:47][C:46](OC)=[CH:45][CH:44]=2)=O)=CC=1)([O-])=O.FC(F)(F)C(O)=O.[C:63]1(OC)[CH:68]=CC=C[CH:64]=1>CN(C)C=O>[CH2:18]([O:17][C:14]1[CH:13]=[C:12]([O:41][CH2:42][C:43]2[CH:48]=[CH:47][CH:46]=[CH:45][CH:44]=2)[CH:11]=[CH:16][C:15]=1[CH2:2][C:3]([OH:5])=[O:4])[C:19]1[CH:21]=[CH:22][CH:68]=[CH:63][CH:64]=1 |f:0.1|. Procedure details: The above obtained crude 2,4-dibenzyloxyphenylacetyl chloride [X] was dissolved in anhydrous N,N-dimethylformamide (20 ml) and then thereto was added a solution of L-asparagine p-nitrophenyl ester trifluoroacetate in anhydrous N,N-dimethylformamide [prepared by treating N-(p-methoxybenzyloxycarbonyl)- L-asparagine p-nitrophenyl ester (1.6 g) with trifluoroacetic acid (3 ml) in the presence of anisole (1.2 g) at 0° C. for 1 hour, concentrating the treated product to dryness under reduced pressure... The reactants are C(C#CC)(=O)O (2-butynoic acid), NC=1C=C(OC=2C=CC=3N(N2)C=C(N3)NC(=O)C3CC3)C=CC1F (N-[6-(3-amino-4-fluorophenoxy)imidazo[1,2-b]pyridazin-2-yl]cyclopropanecarboxamide), CN(C=O)C (N,N-dimethylformamide), C(C(=O)Cl)(=O)Cl (oxalyl chloride). Solvent: CN(C(C)=O)C (N,N-dimethylacetamide), O1CCCC1 (tetrahydrofuran). The product is C(C#CC)(=O)NC=1C=C(OC=2C=CC=3N(N2)C=C(N3)NC(=O)C3CC3)C=CC1C (N-{6-[3-(but-2-ynoylamino)-4-methylphenoxy]imidazo[1,2-b]pyridazin-2-yl}cyclopropanecarboxamide). Isolated yield 46.4%. Reaction SMILES: [C:1](O)(=O)[C:2]#[C:3]C.C[N:8]([CH3:11])[CH:9]=[O:10].C(Cl)(=O)C(Cl)=O.N[C:19]1[CH:20]=[C:21]([CH:38]=[CH:39][C:40]=1F)[O:22][C:23]1[CH:24]=[CH:25][C:26]2[N:27]([CH:29]=[C:30]([NH:32][C:33]([CH:35]3[CH2:37][CH2:36]3)=[O:34])[N:31]=2)[N:28]=1>CN(C)C(=O)C.O1CCCC1>[C:9]([NH:8][C:11]1[CH:20]=[C:21]([CH:38]=[CH:39][C:40]=1[CH3:19])[O:22][C:23]1[CH:24]=[CH:25][C:26]2[N:27]([CH:29]=[C:30]([NH:32][C:33]([CH:35]3[CH2:36][CH2:37]3)=[O:34])[N:31]=2)[N:28]=1)(=[O:10])[C:1]#[C:2][CH3:3]. Procedure: Using 2-butynoic acid (78 mg, 0.93 mmol), tetrahydrofuran (4.0 mL), N,N-dimethylformamide (20 μL, 0.26 mmol), oxalyl chloride (81 μL, 0.93 mmol), N-[6-(3-amino-4-fluorophenoxy)imidazo[1,2-b]pyridazin-2-yl]cyclopropanecarboxamide (200 mg, 0.62 mmol) and N,N-dimethylacetamide (4.0 mL), and in the same manner as in Example 238, the title compound (47 mg, 20%) was obtained as a white powder. The reactants are [H-].[Na+] (Sodium hydride), NC1=C(C(=NO1)C1=CC=CC=C1)C1=CC=C(C=C1)C(C(F)(F)F)(C(F)(F)F)O (2-[4-(5-Amino-3-phenyl-isoxazol4-yl)-phenyl]-1,1,1,3,3,3-hexafluoro-propan-2-ol), C(C(C)C)(=O)Cl (isobutyryl chloride). Run in CCOC(=O)C (EtOAc), CN(C)C=O (DMF). Reaction conditions: time 30 minute. The product is C1(=CC=CC=C1)C1=NOC(=C1C1=CC=C(C=C1)C(C(F)(F)F)(C(F)(F)F)O)NC(C(C)C)=O (N-{3-Phenyl-4-[4-(2,2,2-trifluoro-1-hydroxy-1-trifluoromethyl-ethyl)-phenyl]-isoxazol-5-yl}-isobutyramide). RXN SMILES: [H-].[Na+].[NH2:3][C:4]1[O:8][N:7]=[C:6]([C:9]2[CH:14]=[CH:13][CH:12]=[CH:11][CH:10]=2)[C:5]=1[C:15]1[CH:20]=[CH:19][C:18]([C:21]([OH:30])([C:26]([F:29])([F:28])[F:27])[C:22]([F:25])([F:24])[F:23])=[CH:17][CH:16]=1.[C:31](Cl)(=[O:35])[CH:32]([CH3:34])[CH3:33]>CN(C=O)C.CCOC(C)=O>[C:9]1([C:6]2[C:5]([C:15]3[CH:16]=[CH:17][C:18]([C:21]([OH:30])([C:26]([F:29])([F:28])[F:27])[C:22]([F:23])([F:24])[F:25])=[CH:19][CH:20]=3)=[C:4]([NH:3][C:31](=[O:35])[CH:32]([CH3:34])[CH3:33])[O:8][N:7]=2)[CH:14]=[CH:13][CH:12]=[CH:11][CH:10]=1 |f:0.1|. Reported procedure: Sodium hydride (18 mg 0.45 mmol) is added to the solution of 2-[4-(5-Amino-3-phenyl-isoxazol4-yl)-phenyl]-1,1,1,3,3,3-hexafluoro-propan-2-ol in DMF at 0° C. under argon atmosphere. The reaction mixture is stirred at room temperature under argon atmosphere for 30 minutes before adding isobutyryl chloride (23.8 ul, 0.23 mmol). The solution is allowed to stir for 8 hours and diluted with EtOAc. The organic layer is washed with H2O brine and dried over MgSO4. Concentration and purification by prepar...